Dataset: the Open Reaction Database (ORD), a public repository of structured organic reaction records. Task: describe an organic reaction: reactants, conditions, products, and yield Product: ClC=1C=C(C=CC1)N(C(=O)N1[C@@H](CN(CC1)C(N(CCCCC)CCCCC)=O)C(=O)NCCNCC(N)=O)C1=CC=CC=C1 ((S)-1-(N-(3-Chlorophenyl)-N-phenylcarbamoyl)-2-(2-(N-(carbamoylmethyl)amino)ethylaminocarbonyl)-4-(N,N-di-n-pentylcarbamoyl)piperazine). Reported procedure: A solution of 89 mg (0.11 mmole) of 2-(2-(N-(benzyloxycarbonyl)-N-(carbamoylmethyl)amino)-N-(methyl)ethylaminocarbonyl)-4-(N,N-di-n-pentylcarbamoyl)-1-(N-(3-chlorophenyl)-N-phenylcarbamoyl)piperazine in 6 mL of ethanol was treated with 50 mg of 10% Pd/C, and the resulting suspension was stirred under an atmosphere of hydrogen for 25 min. The mixture was then filtered through Celite and the filtrate concentrated in vacuo. The residue was carried on in Step F below. Reactants: C(C1=CC=CC=C1)OC(=O)N(CC(N)=O)CCN(C(=O)C1N(CCN(C1)C(N(CCCCC)CCCCC)=O)C(N(C1=CC=CC=C1)C1=CC(=CC=C1)Cl)=O)C (2-(2-(N-(benzyloxycarbonyl)-N-(carbamoylmethyl)amino)-N-(methyl)ethylaminocarbonyl)-4-(N,N-di-n-pentylcarbamoyl)-1-(N-(3-chlorophenyl)-N-phenylcarbamoyl)piperazine). RXN SMILES: C(OC([N:11]([CH2:16][CH2:17][N:18](C)[C:19]([CH:21]1[CH2:26][N:25]([C:27](=[O:39])[N:28]([CH2:34][CH2:35][CH2:36][CH2:37][CH3:38])[CH2:29][CH2:30][CH2:31][CH2:32][CH3:33])[CH2:24][CH2:23][N:22]1[C:40](=[O:55])[N:41]([C:48]1[CH:53]=[CH:52][CH:51]=[C:50]([Cl:54])[CH:49]=1)[C:42]1[CH:47]=[CH:46][CH:45]=[CH:44][CH:43]=1)=[O:20])[CH2:12][C:13](=[O:15])[NH2:14])=O)C1C=CC=CC=1>C(O)C.[Pd]>[Cl:54][C:50]1[CH:49]=[C:48]([N:41]([C:42]2[CH:43]=[CH:44][CH:45]=[CH:46][CH:47]=2)[C:40]([N:22]2[CH2:23][CH2:24][N:25]([C:27](=[O:39])[N:28]([CH2:29][CH2:30][CH2:31][CH2:32][CH3:33])[CH2:34][CH2:35][CH2:36][CH2:37][CH3:38])[CH2:26][C@H:21]2[C:19]([NH:18][CH2:17][CH2:16][NH:11][CH2:12][C:13](=[O:15])[NH2:14])=[O:20])=[O:55])[CH:53]=[CH:52][CH:51]=1. Solvent: C(C)O (ethanol). The reagents and catalysts are [Pd] (Pd/C). Run at time 25 minute. Starting materials: CC(C)(C)OC(=O)NCC1CN(c2cc(F)c3c(c2)CC(=O)N3CCF)C(=O)O1, ClCCl, O=C(O)C(F)(F)F. RXN SMILES: [C:1]([O:2][C:3](=[O:4])[NH:7][CH2:8][CH:9]1[CH2:10][N:11]([c:15]2[cH:16][c:17]3[c:21]([c:22]([F:24])[cH:23]2)[N:20]([CH2:25][CH2:26][F:27])[C:19](=[O:28])[CH2:18]3)[C:12](=[O:14])[O:13]1)([CH3:5])([CH3:6])[CH3:29].[Cl:37][CH2:38][Cl:39].[F:30][C:31]([C:32](=[O:33])[OH:34])([F:35])[F:36]>>[F:30][C:31]([C:32](=[O:33])[OH:34])([F:35])[F:36].[NH2:7][CH2:8][CH:9]1[CH2:10][N:11]([c:15]2[cH:16][c:17]3[c:21]([c:22]([F:24])[cH:23]2)[N:20]([CH2:25][CH2:26][F:27])[C:19](=[O:28])[CH2:18]3)[C:12](=[O:14])[O:13]1. The product is O=C(O)C(F)(F)F, NCC1CN(c2cc(F)c3c(c2)CC(=O)N3CCF)C(=O)O1. Reactants: C(C)(C)(C)OC(NC1=C(C=C(C(=C1)C(C)(C)C)SC#N)C)=O (N-(5-tert-Butyl-2-methyl-4-thiocyanatophenyl)carbamic Acid tert-Butyl Ester), O.[SH-].[Na+] (sodium hydrosulfide hydrate), [BH4-].[Na+] (sodium borohydride), [H][H] (hydrogen). The solvent is C1(=CC=CC=C1)C (toluene), O (Water), O1CCCC1 (tetrahydrofuran), C(C)(=O)O (acetic acid), CO (methyl alcohol), O (water). Run at temperature 2.5 celsius, time 10 hour. The product is C(C)(C)(C)OC(NC1=C(C=C(C(=C1)C(C)(C)C)S)C)=O (N-(5-tert-butyl-4-mercapto-2-methylphenyl)carbamic acid tert-butyl ester). RXN SMILES: [C:1]([O:5][C:6](=[O:22])[NH:7][C:8]1[CH:13]=[C:12]([C:14]([CH3:17])([CH3:16])[CH3:15])[C:11]([S:18]C#N)=[CH:10][C:9]=1[CH3:21])([CH3:4])([CH3:3])[CH3:2].O.[SH-].[Na+].[BH4-].[Na+].[H][H]>C(O)(=O)C.C1(C)C=CC=CC=1.O.CO.O1CCCC1>[C:1]([O:5][C:6](=[O:22])[NH:7][C:8]1[CH:13]=[C:12]([C:14]([CH3:17])([CH3:16])[CH3:15])[C:11]([SH:18])=[CH:10][C:9]=1[CH3:21])([CH3:4])([CH3:3])[CH3:2] |f:1.2.3,4.5|. Procedure: N-(5-tert-Butyl-2-methyl-4-thiocyanatophenyl)carbamic acid tert-butyl ester (31) (114 g, 356 mmol) was treated with sodium hydrosulfide hydrate (57.5 g), sodium borohydride (76.8 g), and tetrahydrofuran (1.24 L) under a nitrogen atmosphere. The mixture was stirred and cooled to 0-5° C. and a solution of water (180 mL) and methyl alcohol (300 g) added dropwise over 75 minutes at 5-10° C. The mixture was stirred at 5-15° C. for 5 hours and then at 15-25° C. for 10 hours. Water (1.25 L) and toluene... Starting materials: C(C)OC(C(=CN(C)C)C(C1=CC=C(C=C1)C(F)(F)F)=O)=O (ethyl-2-(4'-trifluoromethylbenzoyl)-3-dimethylaminopropenoate), C(C)OC(C(=CN(C)C)C(C1=C(C=C(C=C1)Cl)Cl)=O)=O (ethyl-2-(2',4'-dichlorobenzoyl)-3-dimethylaminopropenoate). Product: C(C)OC(=O)C=1C=NOC1C1=CC=C(C=C1)C(F)(F)F (ethyl-5-(4'-trifluoromethylphenyl)-4-isoxazolecarboxylate). Isolated yield 47.0%. RXN SMILES: [CH2:1]([O:3][C:4](=[O:22])[C:5]([C:10](=[O:21])[C:11]1[CH:16]=[CH:15][C:14]([C:17]([F:20])([F:19])[F:18])=[CH:13][CH:12]=1)=[CH:6][N:7](C)C)[CH3:2].C(OC(=O)C(C(=O)C1C=CC(Cl)=CC=1Cl)=CN(C)C)C>>[CH2:1]([O:3][C:4]([C:5]1[CH:6]=[N:7][O:21][C:10]=1[C:11]1[CH:16]=[CH:15][C:14]([C:17]([F:20])([F:19])[F:18])=[CH:13][CH:12]=1)=[O:22])[CH3:2]. Procedure details: The procedure of Example 12 was employed utilizing ethyl-2-(4'-trifluoromethylbenzoyl)-3-dimethylaminopropenoate in lieu of ethyl-2-(2',4'-dichlorobenzoyl)-3-dimethylaminopropenoate to yield ethyl-5-(4'-trifluoromethylphenyl)-4-isoxazolecarboxylate (2.03 g.; 47% yield) as yellow crystals having a melting point of 42°-44° C. and the following analysis: Starting materials: CNc1ccc(C(=O)O)cc1, O=C(Cl)CCl, ClCCl. Yields the product CN(C(=O)CCl)c1ccc(C(=O)O)cc1. RXN SMILES: [CH3:1][NH:2][c:3]1[cH:4][cH:5][c:6]([C:7](=[O:8])[OH:9])[cH:10][cH:11]1.[Cl:12][CH2:13][C:14](=[O:15])[Cl:16].[Cl:17][CH2:18][Cl:19]>>[CH3:1][N:2]([c:3]1[cH:4][cH:5][c:6]([C:7](=[O:8])[OH:9])[cH:10][cH:11]1)[C:14]([CH2:13][Cl:12])=[O:15]. Reactants: [Cl-].O[NH3+] (hydroxylammonium chloride), C(O)([O-])=O.[Na+] (sodium hydrogen carbonate), CS(=O)C (dimethyl sulfoxide), OC(CO[C@@H]1CC[C@H](CC1)N1C=2N(C(=C(C1=O)CC1=CC=C(C=C1)C=1C(=CC=CC1)C#N)CCC)N=CC2)C(C)C (4′-({4-[trans-4-(2-hydroxy-3-methylbutoxy)cyclohexyl]-5-oxo-7-propyl-4,5-dihydropyrazolo[1,5-a]pyrimidin-6-yl}methyl)biphenyl-2-carbonitrile). Solvent: C(C)(=O)OCC (ethyl acetate). Run at temperature 50 celsius, time 30 minute. Product: OC(CO[C@@H]1CC[C@H](CC1)N1C=2N(C(=C(C1=O)CC1=CC=C(C=C1)C1=C(C=CC=C1)C1=NOC(N1)=O)CCC)N=CC2)C(C)C (4-[trans-4-(2-hydroxy-3-methylbutoxy)cyclohexyl]-6-{[2′-(5-oxo-4,5-dihydro-1,2,4-oxadiazol-3-yl)biphenyl-4-yl]methyl}-7-propylpyrazolo[1,5-a]pyrimidin-5(4H)-one). Yield: 84.5%. Reaction SMILES: [Cl-].O[NH3+:3].[C:4](=[O:7])([O-])[OH:5].[Na+].CS(C)=O.[OH:13][CH:14]([CH:51]([CH3:53])[CH3:52])[CH2:15][O:16][C@H:17]1[CH2:22][CH2:21][C@H:20]([N:23]2[C:28](=[O:29])[C:27]([CH2:30][C:31]3[CH:36]=[CH:35][C:34]([C:37]4[C:38]([C:43]#[N:44])=[CH:39][CH:40]=[CH:41][CH:42]=4)=[CH:33][CH:32]=3)=[C:26]([CH2:45][CH2:46][CH3:47])[N:25]3[N:48]=[CH:49][CH:50]=[C:24]23)[CH2:19][CH2:18]1>C(OCC)(=O)C>[OH:13][CH:14]([CH:51]([CH3:52])[CH3:53])[CH2:15][O:16][C@H:17]1[CH2:22][CH2:21][C@H:20]([N:23]2[C:28](=[O:29])[C:27]([CH2:30][C:31]3[CH:36]=[CH:35][C:34]([C:37]4[CH:42]=[CH:41][CH:40]=[CH:39][C:38]=4[C:43]4[NH:3][C:4](=[O:7])[O:5][N:44]=4)=[CH:33][CH:32]=3)=[C:26]([CH2:45][CH2:46][CH3:47])[N:25]3[N:48]=[CH:49][CH:50]=[C:24]23)[CH2:19][CH2:18]1 |f:0.1,2.3|. Reported procedure: A mixture of hydroxylammonium chloride (0.47 g), sodium hydrogen carbonate (0.71 g) and dimethyl sulfoxide (3 mL) was stirred at 50° C. for 30 min, 4′-({4-[trans-4-(2-hydroxy-3-methylbutoxy)cyclohexyl]-5-oxo-7-propyl-4,5-dihydropyrazolo[1,5-a]pyrimidin-6-yl}methyl)biphenyl-2-carbonitrile (0.31 g) was added, and the mixture was stirred at 90° C. for 18 hr. The reaction mixture was diluted with ethyl acetate, washed with water and then with saturated brine, and dried over anhydrous magnesium sulfa... Reactants: BrC1=CC2=C(OCC3=C(C2=O)C=CC=C3)C=C1 (2-bromo-6,11-dihydro-11-oxodibenz[b,e]oxepin), Cl (hydrochloric acid), CN(C=O)C (N,N-dimethylformamide), cuprous cyanide, ferric chloride. Reaction conditions: temperature 100 celsius. Yields the product C(#N)C1=CC2=C(OCC3=C(C2=O)C=CC=C3)C=C1 (2-Cyano-6,11-dihydro-11-oxodibenz[b,e]oxepin). Reaction SMILES: Br[C:2]1[CH:17]=[CH:16][C:5]2[O:6][CH2:7][C:8]3[CH:15]=[CH:14][CH:13]=[CH:12][C:9]=3[C:10](=[O:11])[C:4]=2[CH:3]=1.Cl.[CH3:19][N:20](C)C=O>>[C:19]([C:2]1[CH:17]=[CH:16][C:5]2[O:6][CH2:7][C:8]3[CH:15]=[CH:14][CH:13]=[CH:12][C:9]=3[C:10](=[O:11])[C:4]=2[CH:3]=1)#[N:20]. Procedure: Reflux 43 gm. (0.1488 mole of 2-bromo-6,11-dihydro-11-oxodibenz[b,e]oxepin and 16 gm. (0.178 mole, 20% excess) of cuprous cyanide in 150 cc. of N,N-dimethylformamide for 24 hours. Cool to 100° C. and pour into a solution of 100 gm. of ferric chloride in 140 cc. of 5% aqueous hydrochloric acid with stirring. Keep the mixture at 70° C. for 30 minutes cool, filter and wash the solids with water. Dissolve the solids in methylene chloride and purify by filtering through a short column of silica gel (... Starting materials: C1CCOC1, C[Zn+], [Cl-], O=C(Nc1ccn(Cc2cc(I)ccc2C(F)(F)F)n1)c1c(F)cccc1F. The product is Cc1ccc(C(F)(F)F)c(Cn2ccc(NC(=O)c3c(F)cccc3F)n2)c1. Reaction SMILES: [CH2:32]1[O:33][CH2:34][CH2:35][CH2:36]1.[CH3:30][Zn+:31].[Cl-:29].[F:1][c:2]1[c:3]([C:4](=[O:5])[NH:6][c:7]2[n:8][n:9]([CH2:12][c:13]3[c:14]([C:20]([F:21])([F:22])[F:23])[cH:15][cH:16][c:17]([I:19])[cH:18]3)[cH:10][cH:11]2)[c:24]([F:28])[cH:25][cH:26][cH:27]1>>[F:1][c:2]1[c:3]([C:4](=[O:5])[NH:6][c:7]2[n:8][n:9]([CH2:12][c:13]3[c:14]([C:20]([F:21])([F:22])[F:23])[cH:15][cH:16][c:17]([CH3:30])[cH:18]3)[cH:10][cH:11]2)[c:24]([F:28])[cH:25][cH:26][cH:27]1. Starting materials: C(C)OC(=O)C1=NC=C(C=C1Cl)C(F)(F)F (3-chloro-5-trifluoromethyl-2-pyridinecarboxylic acid ethyl ester), [OH-].[Na+] (sodium hydroxide). The solvent is C(C)O (ethanol), O (water). Reaction conditions: time 3 hour. The product is ClC=1C(=NC=C(C1)C(F)(F)F)C(=O)O (3-Chloro-5-trifluoromethyl-2-pyridinecarboxylic Acid). The yield is 84.5%. Reaction SMILES: C([O:3][C:4]([C:6]1[C:11]([Cl:12])=[CH:10][C:9]([C:13]([F:16])([F:15])[F:14])=[CH:8][N:7]=1)=[O:5])C.[OH-].[Na+]>O.C(O)C>[Cl:12][C:11]1[C:6]([C:4]([OH:5])=[O:3])=[N:7][CH:8]=[C:9]([C:13]([F:16])([F:14])[F:15])[CH:10]=1 |f:1.2|. Procedure details: 423 g of 3-chloro-5-trifluoromethyl-2-pyridinecarboxylic acid ethyl ester (Example P2) is placed in a mixture of 800 ml of water and 160 ml of ethanol. 800 ml of a 2N sodium hydroxide solution are added dropwise at below 35° C. After 3 hours, the mixture is washed twice with dichloromethane and then rendered acidic with excess concentrated hydrochloric acid while cooling with an ice-bath. The resulting slurry is filtered, washed with water and dried in vacuo. 318 g of the desired product are obt... The reactants are C(C)I (EtI), COC=1C(=C(C(=CC1)C)C1=NC=C(C2=CC=CC=C12)C(CCC)O)C (1-[1-(3-methoxy-2,6-dimethyl-phenyl)-isoquinolin-4-yl]-butan-1-ol), [H-].[Na+] (NaH), B(Br)(Br)Br (BBr3), Cl (HCl), [OH-].[Na+] (NaOH). The solvent is CN(C)C=O (DMF), CN(C)C=O (DMF), O (Water), C(Cl)Cl (DCM), CO (MeOH). Conditions: time 45 minute. The product is BrC(CCC)C1=CN=C(C2=CC=CC=C12)C=1C(=C(C=CC1C)O)C (3-[4-(1-bromo-butyl)-isoquinolin-1-yl]-2,4-dimethyl-phenol). Yield: 94.6%. Reaction SMILES: C[O:2][C:3]1[C:4]([CH3:25])=[C:5]([C:10]2[C:19]3[C:14](=[CH:15][CH:16]=[CH:17][CH:18]=3)[C:13]([CH:20](O)[CH2:21][CH2:22][CH3:23])=[CH:12][N:11]=2)[C:6]([CH3:9])=[CH:7][CH:8]=1.[H-].[Na+].C(I)C.B(Br)(Br)[Br:32].Cl.[OH-].[Na+]>CN(C=O)C.C(Cl)Cl.CO.O>[Br:32][CH:20]([C:13]1[C:14]2[C:19](=[CH:18][CH:17]=[CH:16][CH:15]=2)[C:10]([C:5]2[C:4]([CH3:25])=[C:3]([OH:2])[CH:8]=[CH:7][C:6]=2[CH3:9])=[N:11][CH:12]=1)[CH2:21][CH2:22][CH3:23] |f:1.2,6.7|. Procedure: A solution of 1-[1-(3-methoxy-2,6-dimethyl-phenyl)-isoquinolin-4-yl]-butan-1-ol (117 mg, 0.33 mmol) in DMF (2 ml) is added to a suspension of NaH (67 mg, 60% dispersion in mineral oil, 1.7 mmol) in DMF (4 ml) at 0° C. After stirring for 45 min, EtI (0.26 ml, 3.3 mmol) is added slowly. After stirring for 10 min at 0° C., the mixture is allowed to warm to room temperature and the stirring is continued for 1 h. Water is added and the mixture is extracted with Et2O. The combined extracts are washed ...